This data is from the Open Reaction Database (ORD), a public repository of structured organic reaction records. The task is: describe an organic reaction: reactants, conditions, products, and yield The reactants are O (water), C(CCCCCCCCC=C)=O (10-undecenal), BrC(F)(F)Br (dibromodifluoromethane), C1(=CC=CC=C1)P(C1=CC=CC=C1)C1=CC=CC=C1 (triphenylphosphine). The reagents and catalysts are [Zn] (zinc), [Zn] (zinc). Solvent: CN(C(C)=O)C (N,N-dimethylacetamide). Conditions: time 2 hour. Yields the product FC(=CCCCCCCCCC=C)F (1,1-difluoro-1,11-dodecadiene). Isolated yield 20.0%. Reaction SMILES: [CH:1](=O)[CH2:2][CH2:3][CH2:4][CH2:5][CH2:6][CH2:7][CH2:8][CH2:9][CH:10]=[CH2:11].Br[C:14](Br)([F:16])[F:15].C1(P(C2C=CC=CC=2)C2C=CC=CC=2)C=CC=CC=1.O>CN(C)C(=O)C.[Zn]>[F:15][C:14]([F:16])=[CH:11][CH2:10][CH2:9][CH2:8][CH2:7][CH2:6][CH2:5][CH2:4][CH2:3][CH:2]=[CH2:1]. Reported procedure: Under an argon atmosphere, a stirred mixture of 101.0 grams (0.60 mole) of 10-undecenal and 251.9 grams (1.20 moles) of dibromodifluoromethane was cooled to 0° to -5° C., and a solution of 314.9 grams (1.20 moles) of triphenylphosphine in 1100 ml of N,N-dimethylacetamide was added dropwise during a five to ten minute period. Upon completion of addition, the reaction mixture was allowed to warm to ambient temperature where it was stirred for two hours. After this time a small portion from 70.5 gr... As a reaction SMILES: [CH2:1]([c:2]1[cH:3][cH:4][cH:5][cH:6][cH:7]1)[O:8][c:9]1[c:10]([C:34](=[O:35])[NH:36][CH2:37][c:38]2[c:39]([C:40](=[O:41])[O:42][CH2:43][CH3:44])[cH:45][c:46]([F:49])[cH:47][cH:48]2)[n:11][c:12]([NH:19][CH2:20][CH2:21][CH2:22][CH2:23][CH2:24][CH2:25][NH:26][C:27](=[O:28])[O:29][C:30]([CH3:31])([CH3:32])[CH3:33])[c:13]2[cH:14][cH:15][cH:16][n:17][c:18]12.[CH3:53][CH2:54][OH:55].[ClH:52].[Na+:51].[OH-:50]>>[CH2:1]([c:2]1[cH:3][cH:4][cH:5][cH:6][cH:7]1)[O:8][c:9]1[c:10]([C:34](=[O:35])[NH:36][CH2:37][c:38]2[c:39]([C:40](=[O:41])[OH:42])[cH:45][c:46]([F:49])[cH:47][cH:48]2)[n:11][c:12]([NH:19][CH2:20][CH2:21][CH2:22][CH2:23][CH2:24][CH2:25][NH:26][C:27](=[O:28])[O:29][C:30]([CH3:31])([CH3:32])[CH3:33])[c:13]2[cH:14][cH:15][cH:16][n:17][c:18]12. Reactants: CCOC(=O)c1cc(F)ccc1CNC(=O)c1nc(NCCCCCCNC(=O)OC(C)(C)C)c2cccnc2c1OCc1ccccc1, CCO, Cl, [Na+], [OH-]. Yields the product CC(C)(C)OC(=O)NCCCCCCNc1nc(C(=O)NCc2ccc(F)cc2C(=O)O)c(OCc2ccccc2)c2ncccc12. Starting materials: C(C)(C)(C)OC(=O)NCCCN1CCN(CC1)C(=O)OCC1=CC(=CC(=C1)Cl)Cl (3,5-dichlorobenzyl 4-(3-(tert-butoxycarbonylamino)propyl)piperazine-1-carboxylate), C(=O)(C(F)(F)F)O (TFA). Run in C(Cl)Cl (DCM). Run at time 1 hour. Yields the product NCCCN1CCN(CC1)C(=O)OCC1=CC(=CC(=C1)Cl)Cl (3,5-dichlorobenzyl 4-(3-aminopropyl)piperazine-1-carboxylate). As a reaction SMILES: C(OC([NH:8][CH2:9][CH2:10][CH2:11][N:12]1[CH2:17][CH2:16][N:15]([C:18]([O:20][CH2:21][C:22]2[CH:27]=[C:26]([Cl:28])[CH:25]=[C:24]([Cl:29])[CH:23]=2)=[O:19])[CH2:14][CH2:13]1)=O)(C)(C)C.C(O)(C(F)(F)F)=O>C(Cl)Cl>[NH2:8][CH2:9][CH2:10][CH2:11][N:12]1[CH2:17][CH2:16][N:15]([C:18]([O:20][CH2:21][C:22]2[CH:27]=[C:26]([Cl:28])[CH:25]=[C:24]([Cl:29])[CH:23]=2)=[O:19])[CH2:14][CH2:13]1. Procedure details: To 3,5-dichlorobenzyl 4-(3-(tert-butoxycarbonylamino)propyl)piperazine-1-carboxylate (step 1) (438 mg, 0.981 mmol) in DCM (6 ml) was added TFA (3 ml, 38.9 mmol). The resulting solution was stirred for 1 hr and then concentrated under reduced pressure. The residue was basified with saturated sodium bicarbonate solution (50 ml) and extracted with EtOAc (2×100 ml). The combined extracts were dried (MgSO4) and concentrated to give 3,5-dichlorobenzyl 4-(3-aminopropyl)piperazine-1-carboxylate as a tan... The reactants are CC(=O)C(=O)[O-], COc1ccc(C=O)cc1, [Na+], [Na+], [OH-]. The product is COc1ccc(C=CC(=O)C(=O)O)cc1. RXN SMILES: [CH3:2][C:3](=[O:4])[C:5]([O-:6])=[O:7].[CH:8]([c:9]1[cH:10][cH:11][c:12]([O:15][CH3:16])[cH:13][cH:14]1)=[O:17].[Na+:19].[Na+:1].[OH-:18]>>[CH:2]([C:3](=[O:4])[C:5]([OH:6])=[O:7])=[CH:8][c:9]1[cH:10][cH:11][c:12]([O:15][CH3:16])[cH:13][cH:14]1. Reactants: C1CCOC1, Oc1ccc2c(c1)sc1ncnc(Nc3ccc(OCc4cccc(F)c4)c(Cl)c3)c12, CN(C)C(=O)N=NC(=O)N(C)C, OCCN1CCOCC1, c1ccc(P(c2ccccc2)c2ccccc2)cc1. Product: Fc1cccc(COc2ccc(Nc3ncnc4sc5cc(OCCN6CCOCC6)ccc5c34)cc2Cl)c1. RXN SMILES: [CH2:72]1[O:73][CH2:74][CH2:75][CH2:76]1.[Cl:1][c:2]1[cH:3][c:4]([NH:17][c:18]2[c:19]3[c:20]([n:21][cH:22][n:23]2)[s:24][c:25]2[c:26]3[cH:27][cH:28][c:29]([OH:31])[cH:30]2)[cH:5][cH:6][c:7]1[O:8][CH2:9][c:10]1[cH:11][c:12]([F:16])[cH:13][cH:14][cH:15]1.[N:51]([C:52]([N:53]([CH3:54])[CH3:55])=[O:56])=[N:57][C:58]([N:59]([CH3:60])[CH3:61])=[O:62].[OH:63][CH2:64][CH2:65][N:66]1[CH2:67][CH2:68][O:69][CH2:70][CH2:71]1.[c:32]1([P:33]([c:34]2[cH:35][cH:36][cH:37][cH:38][cH:39]2)[c:40]2[cH:41][cH:42][cH:43][cH:44][cH:45]2)[cH:46][cH:47][cH:48][cH:49][cH:50]1>>[Cl:1][c:2]1[cH:3][c:4]([NH:17][c:18]2[c:19]3[c:20]([n:21][cH:22][n:23]2)[s:24][c:25]2[c:26]3[cH:27][cH:28][c:29]([O:31][CH2:64][CH2:65][N:66]3[CH2:67][CH2:68][O:69][CH2:70][CH2:71]3)[cH:30]2)[cH:5][cH:6][c:7]1[O:8][CH2:9][c:10]1[cH:11][c:12]([F:16])[cH:13][cH:14][cH:15]1. The reactants are C(=O)C=1C=C(OCCCN2C(C3=CC=CC=C3C2=O)=O)C=CC1 (2-[3-[3-(Formyl)phenoxy]propyl]-1H-isoindole-1,3(2H) dione), CNC (dimethylamine). Reagents/catalysts: [Pd] (palladium on charcoal). Run in C(C)O (ethanol). Yields the product CN(C)CC=1C=C(OCCCN2C(C3=CC=CC=C3C2=O)=O)C=CC1 (2-[3-[3-(N,N-Dimethylaminomethyl)phenoxy]propyl]-1H-isoindole-1,3(2H)-dione). RXN SMILES: [CH:1]([C:3]1[CH:4]=[C:5]([CH:21]=[CH:22][CH:23]=1)[O:6][CH2:7][CH2:8][CH2:9][N:10]1[C:18](=[O:19])[C:17]2[C:12](=[CH:13][CH:14]=[CH:15][CH:16]=2)[C:11]1=[O:20])=O.[CH3:24][NH:25][CH3:26]>C(O)C.[Pd]>[CH3:24][N:25]([CH2:1][C:3]1[CH:4]=[C:5]([CH:21]=[CH:22][CH:23]=1)[O:6][CH2:7][CH2:8][CH2:9][N:10]1[C:18](=[O:19])[C:17]2[C:12](=[CH:13][CH:14]=[CH:15][CH:16]=2)[C:11]1=[O:20])[CH3:26]. Reported procedure: 2-[3-[3-(Formyl)phenoxy]propyl]-1H-isoindole-1,3(2H) dione (132 g) and 33% ethanolic dimethylamine (300 ml) were hydrogenated at room temperature and atmospheric pressure in ethanol over 10% palladium on charcoal. The catalyst was filtered off and the filtrate evaporated to give the title compound as a yellow oil (142 g). TLC silica (ethyl acetate) Rf 0.35, m.p. (oxalate salt) 204°-207°. As a reaction SMILES: [CH3:35][c:36]1[cH:37][cH:38][c:39]([S:40]([O:41][CH2:46][CH:47]2[CH2:48][CH2:49][O:50][CH2:51][CH2:52]2)(=[O:42])=[O:43])[cH:44][cH:45]1.[CH:53]([N:54]([CH2:55][CH3:56])[CH:57]([CH3:58])[CH3:59])([CH3:60])[CH3:61].[N:1]1([c:8]2[cH:9][c:10]3[c:11](=[O:34])[n:12]([CH2:27][C:28](=[O:29])[NH:30][CH:31]([CH3:32])[CH3:33])[c:13](-[c:18]4[cH:19][c:20]([O:25][CH3:26])[c:21]([F:24])[cH:22][cH:23]4)[n:14][c:15]3[cH:16][cH:17]2)[CH2:2][CH2:3][NH:4][CH2:5][CH2:6][CH2:7]1.[O:62]=[CH:63][N:64]([CH3:65])[CH3:66]>>[N:1]1([c:8]2[cH:9][c:10]3[c:11](=[O:34])[n:12]([CH2:27][C:28](=[O:29])[NH:30][CH:31]([CH3:32])[CH3:33])[c:13](-[c:18]4[cH:19][c:20]([O:25][CH3:26])[c:21]([F:24])[cH:22][cH:23]4)[n:14][c:15]3[cH:16][cH:17]2)[CH2:2][CH2:3][N:4]([CH2:46][CH:47]2[CH2:48][CH2:49][O:50][CH2:51][CH2:52]2)[CH2:5][CH2:6][CH2:7]1. Reactants: Cc1ccc(S(=O)(=O)OCC2CCOCC2)cc1, CCN(C(C)C)C(C)C, COc1cc(-c2nc3ccc(N4CCCNCC4)cc3c(=O)n2CC(=O)NC(C)C)ccc1F, CN(C)C=O. The product is COc1cc(-c2nc3ccc(N4CCCN(CC5CCOCC5)CC4)cc3c(=O)n2CC(=O)NC(C)C)ccc1F. The reactants are ClC=1OC2=C(N1)C=CC=C2 (2-chlorobenzoxazole), C1CCC(CC1)C[C@@H](C(=O)O)N (L-cyclohexylalanine), FC1=CC=C(C=C1)NCCN (N1-(4-fluoro-phenyl)-ethane-1,2-diamine). Product: O1C(=NC2=C1C=CC=C2)N[C@H](C(=O)NCCNC2=CC=C(C=C2)F)CC2CCCCC2 (2-(S)-(Benzooxazol-2-ylamino)-3-cyclohexyl-N-[2-(4-fluoro-phenylamino)-ethyl]-propionamide). RXN SMILES: Cl[C:2]1[O:3][C:4]2[CH:10]=[CH:9][CH:8]=[CH:7][C:5]=2[N:6]=1.[CH2:11]1[CH2:16][CH2:15][CH:14]([CH2:17][C@H:18]([NH2:22])[C:19]([OH:21])=O)[CH2:13][CH2:12]1.[F:23][C:24]1[CH:29]=[CH:28][C:27]([NH:30][CH2:31][CH2:32][NH2:33])=[CH:26][CH:25]=1>>[O:3]1[C:4]2[CH:10]=[CH:9][CH:8]=[CH:7][C:5]=2[N:6]=[C:2]1[NH:22][C@@H:18]([CH2:17][CH:14]1[CH2:13][CH2:12][CH2:11][CH2:16][CH2:15]1)[C:19]([NH:33][CH2:32][CH2:31][NH:30][C:27]1[CH:28]=[CH:29][C:24]([F:23])=[CH:25][CH:26]=1)=[O:21]. Procedure details: The title compound was prepared from 2-chlorobenzoxazole, L-cyclohexylalanine and N1-(4-fluoro-phenyl)-ethane-1,2-diamine.2HCl using the procedure analogous to that described in example 2. 1H NMR (DMSO-d6, 400 MHz) δ 8.16(m, 2H), 7.30(m, 1H) 7.16(m, 1H), 7.04(m, 1H), 6.92(m, 1H), 6.84(m, 2H), 6.50(m, 2H), 4.24 (m, 1H), 3.15(m, 2H), 2.97(m, 2H), 1.55(m, 7H), 1.30(m, 1H), 1.05(m, 3H), 0.83(m, 2H). HPLC-MS calcd. for C24H29FN4O2 (M+H+)424.23. found 425.5. Reactants: alcohol, [O-]S(=O)(=O)[O-].[Mg+2] (MgSO4), [N-]=[N+]=[N-] (azide), C(C1=CC=CC=C1)OC(=O)NC(CO)(CC)C (2-(Benyloxycarbonylamino)-2-methyl-1-butanol), C1(=CC=CC=C1)P(C1=CC=CC=C1)C1=CC=CC=C1 (triphenylphosphine), N=[N+]=[N-] (hydrazoic acid), N(=NC(=O)OC(C)C)C(=O)OC(C)C (diisopropyl azodicarboxylate). The solvent is CCOC(=O)C.CCCCCC (EtOAc hexane), C(Cl)Cl (CH2Cl2), C(Cl)Cl (CH2Cl2). Run at temperature 0 celsius, time 1 hour. Product: N(=[N+]=[N-])CC(CC)(C)NC(=O)OCC1=CC=CC=C1 (1-Azido-2-(benyloxycarbonylamino)-2-methylbutane). Reaction SMILES: [CH2:1]([O:8][C:9]([NH:11][C:12]([CH3:17])([CH2:15][CH3:16])[CH2:13]O)=[O:10])[C:2]1[CH:7]=[CH:6][CH:5]=[CH:4][CH:3]=1.C1(P(C2C=CC=CC=2)C2C=CC=CC=2)C=CC=CC=1.[NH:37]=[N+:38]=[N-:39].[O-]S([O-])(=O)=O.[Mg+2].N(C(OC(C)C)=O)=NC(OC(C)C)=O.[N-]=[N+]=[N-]>C(Cl)Cl.CCOC(C)=O.CCCCCC>[N:37]([CH2:13][C:12]([NH:11][C:9]([O:8][CH2:1][C:2]1[CH:7]=[CH:6][CH:5]=[CH:4][CH:3]=1)=[O:10])([CH3:17])[CH2:15][CH3:16])=[N+:38]=[N-:39] |f:3.4,8.9|. Procedure details: 2-(Benyloxycarbonylamino)-2-methyl-1-butanol (1.358 g, 5.722 mmol) and triphenylphosphine (1.800 g, 6.86 mmol) were dissolved in 10 mL CH2Cl2, and the resulting solution was cooled to 0° C. A solution of hydrazoic acid (prepared from sodium azide (1.30 g, 20.0 mmol), 0.533 mL concentrated sulfuric acid and 1.3 mL water) in 20 mL CH2Cl2 was passed through a plug of MgSO4, the filtrate was added to the above alcohol solution, then diisopropyl azodicarboxylate (1.35 mL, 1.40 g, 6.91 mmol) was added...